describe an organic reaction: reactants, conditions, products, and yield From a dataset of the Open Reaction Database (ORD), a public repository of structured organic reaction records. The reactants are ClC=1C=C2C(CC(NC2=CC1)C=1C=C(C=CC1)N)(C)C (3-(6-Chloro-4,4-dimethyl-1,2,3,4-tetrahydro-quinolin-2-yl)-phenylamine), C(C)S(=O)(=O)Cl (ethanesulfonyl chloride). Solvent: N1=CC=CC=C1 (pyridine). Reaction conditions: time 8 hour. Yields the product ClC=1C=C2C(CC(NC2=CC1)C=1C=C(C=CC1)NS(=O)(=O)CC)(C)C (ethanesulfonic acid [3-(6-chloro-4,4-dimethyl-1,2,3,4-tetrahydro-quinolin-2-yl)-phenyl]-amide). Yield: 70.7%. As a reaction SMILES: [Cl:1][C:2]1[CH:3]=[C:4]2[C:9](=[CH:10][CH:11]=1)[NH:8][CH:7]([C:12]1[CH:13]=[C:14]([NH2:18])[CH:15]=[CH:16][CH:17]=1)[CH2:6][C:5]2([CH3:20])[CH3:19].[CH2:21]([S:23](Cl)(=[O:25])=[O:24])[CH3:22]>N1C=CC=CC=1>[Cl:1][C:2]1[CH:3]=[C:4]2[C:9](=[CH:10][CH:11]=1)[NH:8][CH:7]([C:12]1[CH:13]=[C:14]([NH:18][S:23]([CH2:21][CH3:22])(=[O:25])=[O:24])[CH:15]=[CH:16][CH:17]=1)[CH2:6][C:5]2([CH3:20])[CH3:19]. Reported procedure: 3-(6-Chloro-4,4-dimethyl-1,2,3,4-tetrahydro-quinolin-2-yl)-phenylamine (150 mg, 0.53 mmol) and ethanesulfonyl chloride (67 mg, 0.63 mmol) were dissolved in pyridine (5 mL). The mixture was stirred at room temperature overnight. The solvent was removed and the residue was purified on column chromatography using petroleum ether/ethyl acetate=5:1 as eluent to afford ethanesulfonic acid [3-(6-chloro-4,4-dimethyl-1,2,3,4-tetrahydro-quinolin-2-yl)-phenyl]-amide (142 mg, yield: 54%) as yellow solid. MS... The reactants are CC(C)(C)OC(=O)N1CCNCC1, CCOC(C)=O, CCN(C(C)C)C(C)C, CC(C)c1nc(CCl)co1, ClCCl. The product is CC(C)c1nc(CN2CCN(C(=O)OC(C)(C)C)CC2)co1. RXN SMILES: [C:20](=[O:21])([O:22][C:23]([CH3:24])([CH3:25])[CH3:26])[N:27]1[CH2:28][CH2:29][NH:30][CH2:31][CH2:32]1.[CH3:36][CH2:37][O:38][C:39]([CH3:40])=[O:41].[CH:11]([N:12]([CH2:13][CH3:14])[CH:15]([CH3:16])[CH3:17])([CH3:18])[CH3:19].[Cl:1][CH2:2][c:3]1[n:4][c:5]([CH:8]([CH3:9])[CH3:10])[o:6][cH:7]1.[Cl:33][CH2:34][Cl:35]>>[CH2:2]([c:3]1[n:4][c:5]([CH:8]([CH3:9])[CH3:10])[o:6][cH:7]1)[N:30]1[CH2:29][CH2:28][N:27]([C:20](=[O:21])[O:22][C:23]([CH3:24])([CH3:25])[CH3:26])[CH2:32][CH2:31]1. Reactants: BrCC=C(C)C (1-bromo-3-methyl-but-2-ene), O1CCCC1 (tetrahydrofuran), C(C)OC(C(C(=O)OCC)C)=O (2-methyl-malonic acid diethyl ester), [H-].[Na+] (sodium hydride), O1CCCC1 (tetrahydrofuran), O1CCCC1 (tetrahydrofuran). Reaction conditions: temperature 0 celsius, time 5 minute. Product: C(C)OC(C(C(=O)OCC)(CC=C(C)C)C)=O (rac-2-methyl-2-(3-methyl-but-2-enyl)-malonic acid diethyl ester). Yield: 79.0%. Reaction SMILES: [CH2:1]([O:3][C:4](=[O:12])[CH:5]([CH3:11])[C:6]([O:8][CH2:9][CH3:10])=[O:7])[CH3:2].[H-].[Na+].BrC[CH:17]=[C:18]([CH3:20])[CH3:19].O1CCC[CH2:22]1>>[CH2:1]([O:3][C:4](=[O:12])[C:5]([CH3:22])([CH2:11][CH:17]=[C:18]([CH3:20])[CH3:19])[C:6]([O:8][CH2:9][CH3:10])=[O:7])[CH3:2] |f:1.2|. Procedure details: A solution of 2-methyl-malonic acid diethyl ester (20.0 g, 115 mmol) in tetrahydrofuran (50 mL) was added dropwise over 15 min to a suspension of sodium hydride (2.89 g, 120 mmol) in tetrahydrofuran (100 mL) at 0° C. The clear reaction mixture was stirred for 5 min at 0° C., then a solution of 1-bromo-3-methyl-but-2-ene (18.8 g, 126 mmol) in tetrahydrofuran (30 mL) was added over 10 min. The reaction mixture was allowed to warm to 25° C. and was stirred at that temperature for 22 h. After quench... Reactants: O=C(Oc1ccc(Oc2ccc(I)cc2)cc1)c1ccccc1, CCO, [Na+], [OH-]. Product: Oc1ccc(Oc2ccc(I)cc2)cc1. As a reaction SMILES: [C:1](=[O:2])([c:3]1[cH:4][cH:5][cH:6][cH:7][cH:8]1)[O:9][c:10]1[cH:11][cH:12][c:13]([O:16][c:17]2[cH:18][cH:19][c:20]([I:23])[cH:21][cH:22]2)[cH:14][cH:15]1.[CH3:26][CH2:27][OH:28].[Na+:25].[OH-:24]>>[OH:9][c:10]1[cH:11][cH:12][c:13]([O:16][c:17]2[cH:18][cH:19][c:20]([I:23])[cH:21][cH:22]2)[cH:14][cH:15]1. Yields the product CC(CCCOC=1C=CC=C2C=CC(=NC12)C)OC=1C=CC=C2C=CC(=NC12)N (8-(1-methyl-4-((2-methylquinolin-8-yl)oxy)butoxy)quinolin-2-amine). Procedure: A 20 mL scintillation vial with a septum cap was charged with PS-PPh3 resin (Aldrich Chemical Co., Inc, 90 mg, 4.4 equiv), 8-hydroxyquinaldine (1.5 equiv) and DBAD (22 mg, 1.6 equiv) and purged by passing a stream of N2 for 45 seconds. Anhydr. THF (3 mL) was added and the contents of the vial were shaken for 5 min. Then, a solution of 4-((2-aminoquinolin-8-yl)oxy)pentan-1-ol (15.0 mg/mL; 1.0 mL, 0.061 mmol)) in anhydr. THF (1 mL) was added and the resulting suspension was agitated at room temper... Reaction SMILES: C1C=CC(P(C2C=CC=CC=2)C2C=CC=CC=2)=CC=1.[OH:20][C:21]1[CH:22]=[CH:23][CH:24]=[C:25]2[C:30]=1[N:29]=[C:28]([CH3:31])[CH:27]=[CH:26]2.C1C=CC(COC(/N=N/C(OCC2C=CC=CC=2)=O)=O)=CC=1.[NH2:54][C:55]1[CH:64]=[CH:63][C:62]2[C:57](=[C:58]([O:65][CH:66]([CH3:71])[CH2:67][CH2:68][CH2:69]O)[CH:59]=[CH:60][CH:61]=2)[N:56]=1>C1COCC1>[CH3:71][CH:66]([O:65][C:58]1[CH:59]=[CH:60][CH:61]=[C:62]2[C:57]=1[N:56]=[C:55]([NH2:54])[CH:64]=[CH:63]2)[CH2:67][CH2:68][CH2:69][O:20][C:21]1[CH:22]=[CH:23][CH:24]=[C:25]2[C:30]=1[N:29]=[C:28]([CH3:31])[CH:27]=[CH:26]2. Solvent: C1CCOC1 (THF). Reactants: C1=CC=C(C=C1)P(C2=CC=CC=C2)C3=CC=CC=C3 (PPh3), OC=1C=CC=C2C=CC(=NC12)C (8-hydroxyquinaldine), C1=CC=C(C=C1)COC(=O)/N=N/C(=O)OCC2=CC=CC=C2 (DBAD), NC1=NC2=C(C=CC=C2C=C1)OC(CCCO)C (4-((2-aminoquinolin-8-yl)oxy)pentan-1-ol), C1=CC=C(C=C1)COC(=O)/N=N/C(=O)OCC2=CC=CC=C2 (DBAD). Run at time 5 minute. The reactants are COCN(c1ccsc1C(=O)OC)S(=O)(=O)c1ccc(C(C)(C)C)cc1Br, O=C([O-])[O-], CCO, Cc1ccccc1, [Cs+], [Cs+], O, OB(O)C=Cc1ccccc1, c1ccc(P(c2ccccc2)(c2ccccc2)[Pd](P(c2ccccc2)(c2ccccc2)c2ccccc2)(P(c2ccccc2)(c2ccccc2)c2ccccc2)P(c2ccccc2)(c2ccccc2)c2ccccc2)cc1. The product is COCN(c1ccsc1C(=O)OC)S(=O)(=O)c1ccc(C(C)(C)C)cc1C=Cc1ccccc1. RXN SMILES: [Br:1][c:2]1[c:3]([S:12](=[O:13])(=[O:14])[N:15]([CH2:16][O:17][CH3:18])[c:19]2[c:20]([C:24](=[O:25])[O:26][CH3:27])[s:21][cH:22][cH:23]2)[cH:4][cH:5][c:6]([C:8]([CH3:9])([CH3:10])[CH3:11])[cH:7]1.[C:39](=[O:40])([O-:41])[O-:42].[CH3:130][CH2:131][OH:132].[CH3:45][c:46]1[cH:47][cH:48][cH:49][cH:50][cH:51]1.[Cs+:43].[Cs+:44].[OH2:129].[c:28]1([CH:34]=[CH:35][B:36]([OH:37])[OH:38])[cH:29][cH:30][cH:31][cH:32][cH:33]1.[cH:52]1[cH:53][cH:54][c:55]([P:56]([Pd:57]([P:58]([c:59]2[cH:60][cH:61][cH:62][cH:63][cH:64]2)([c:65]2[cH:66][cH:67][cH:68][cH:69][cH:70]2)[c:71]2[cH:72][cH:73][cH:74][cH:75][cH:76]2)([P:77]([c:78]2[cH:79][cH:80][cH:81][cH:82][cH:83]2)([c:84]2[cH:85][cH:86][cH:87][cH:88][cH:89]2)[c:90]2[cH:91][cH:92][cH:93][cH:94][cH:95]2)[P:96]([c:97]2[cH:98][cH:99][cH:100][cH:101][cH:102]2)([c:103]2[cH:104][cH:105][cH:106][cH:107][cH:108]2)[c:109]2[cH:110][cH:111][cH:112][cH:113][cH:114]2)([c:115]2[cH:116][cH:117][cH:118][cH:119][cH:120]2)[c:121]2[cH:122][cH:123][cH:124][cH:125][cH:126]2)[cH:127][cH:128]1>>[c:2]1([CH:35]=[CH:34][c:28]2[cH:29][cH:30][cH:31][cH:32][cH:33]2)[c:3]([S:12](=[O:13])(=[O:14])[N:15]([CH2:16][O:17][CH3:18])[c:19]2[c:20]([C:24](=[O:25])[O:26][CH3:27])[s:21][cH:22][cH:23]2)[cH:4][cH:5][c:6]([C:8]([CH3:9])([CH3:10])[CH3:11])[cH:7]1. Starting materials: C(C1=NC2=CC=CC=C2C=C1)(=O)O (Quinaldic acid), N[C@@H](C(C)C)C(=O)N[C@@H](CC1=CC=CC=C1)[C@@H]([C@H]([C@H](CC1=CC=CC=C1)NC([C@@H](N)C(C)C)=O)O)O ((2S,3S,4S,5S)-2,5-Di-(N-(valinyl)amino)-3,4-dihydroxy-1,6-diphenylhexane), N=C=N (carbodiimide). Yields the product N1=C(C=CC2=CC=CC=C12)C(=O)N[C@@H](C(C)C)C(=O)N[C@@H](CC1=CC=CC=C1)[C@@H]([C@H]([C@H](CC1=CC=CC=C1)NC([C@@H](NC(=O)C1=NC2=CC=CC=C2C=C1)C(C)C)=O)O)O ((2S,3S,4S,5S)-2,5-Di-(N-(quinoline-2-carbonyl)-valinyl-amino)-3,4-dihydroxy-1,6-diphenylhexane). Reaction SMILES: [C:1]([OH:13])(=O)[C:2]1[CH:11]=[CH:10][C:9]2[C:4](=[CH:5][CH:6]=[CH:7][CH:8]=2)[N:3]=1.[NH2:14][C@H:15]([C:19]([NH:21][C@H:22]([C@H:30]([OH:49])[C@@H:31]([OH:48])[C@@H:32]([NH:40][C:41](=[O:47])[C@H:42]([CH:44]([CH3:46])[CH3:45])[NH2:43])[CH2:33][C:34]1[CH:39]=[CH:38][CH:37]=[CH:36][CH:35]=1)[CH2:23][C:24]1[CH:29]=[CH:28][CH:27]=[CH:26][CH:25]=1)=[O:20])[CH:16]([CH3:18])[CH3:17].N=[C:51]=[NH:52]>>[N:52]1[C:51]2[C:9](=[CH:8][CH:7]=[CH:6][CH:5]=2)[CH:10]=[CH:11][C:2]=1[C:1]([NH:14][C@H:15]([C:19]([NH:21][C@H:22]([C@H:30]([OH:49])[C@@H:31]([OH:48])[C@@H:32]([NH:40][C:41](=[O:47])[C@H:42]([CH:44]([CH3:45])[CH3:46])[NH:43][C:1]([C:2]1[CH:11]=[CH:10][C:9]2[C:4](=[CH:5][CH:6]=[CH:7][CH:8]=2)[N:3]=1)=[O:13])[CH2:33][C:34]1[CH:35]=[CH:36][CH:37]=[CH:38][CH:39]=1)[CH2:23][C:24]1[CH:29]=[CH:28][CH:27]=[CH:26][CH:25]=1)=[O:20])[CH:16]([CH3:18])[CH3:17])=[O:13]. Procedure: Quinaldic acid was coupled to the resultant compound of Example 317 using the carbodiimide coupling procedure of Example 55 to provide the desired compound. Starting materials: C(CCCCC)C(CCCCCC)N (1-hexylheptylamine), C(=O)O (formic acid). Yields the product C(CCCCC)N(C=O)CCCCCCC (N-Hexylheptyl-formamide). As a reaction SMILES: C([CH:7]([NH2:14])[CH2:8][CH2:9][CH2:10][CH2:11][CH2:12][CH3:13])CCCCC.[CH:15]([OH:17])=O>>[CH2:7]([N:14]([CH2:7][CH2:8][CH2:9][CH2:10][CH2:11][CH2:12][CH3:13])[CH:15]=[O:17])[CH2:8][CH2:9][CH2:10][CH2:11][CH3:12]. Procedure: 20.0 g (100 mmol) of 1-hexylheptylamine are heated under reflux with 20.0 g (400 mmol) of 92 percent formic acid for 1 hour. The excess formic acid is distilled off over a 10 cm Vigreux column and the reaction product which remains is subjected to fractional distillation in vacuo. Yield 18.1 g (79%)--boiling point 165° C. (1 mm Hg)-nD 20=1.4577. The reaction product contains a small content of bisformamide which can be removed by distillation only with difficulty but does not interfere in the fu... The reactants are FC1=CC=C(C=C1)C1=CC=C(O1)C(=O)O (5-(4-Fluoro-phenyl)-furan-2-carboxylic acid), C(C)OC(C=CC1=CC(=CC=C1)N)=O (3-(3-Amino-phenyl)-acrylic acid ethyl ester). Yields the product C(C)OC(C=CC1=CC(=CC=C1)NC(=O)C=1OC(=CC1)C1=CC=C(C=C1)F)=O (3-(3-{[5-(4-Fluoro-phenyl)-furan-2-carbonyl]-amino}-phenyl)-acrylic acid ethyl ester). RXN SMILES: [F:1][C:2]1[CH:7]=[CH:6][C:5]([C:8]2[O:12][C:11]([C:13]([OH:15])=O)=[CH:10][CH:9]=2)=[CH:4][CH:3]=1.[CH2:16]([O:18][C:19](=[O:29])[CH:20]=[CH:21][C:22]1[CH:27]=[CH:26][CH:25]=[C:24]([NH2:28])[CH:23]=1)[CH3:17]>>[CH2:16]([O:18][C:19](=[O:29])[CH:20]=[CH:21][C:22]1[CH:27]=[CH:26][CH:25]=[C:24]([NH:28][C:13]([C:11]2[O:12][C:8]([C:5]3[CH:4]=[CH:3][C:2]([F:1])=[CH:7][CH:6]=3)=[CH:9][CH:10]=2)=[O:15])[CH:23]=1)[CH3:17]. Procedure: 5-(4-Fluoro-phenyl)-furan-2-carboxylic acid (54 mg, 0.26 mmol) was coupled to ethyl ester (60) (50 mg, 0.26 mmol) using Method C. The crude residue was purified by column chromatography eluting with 10% EtOAc in heptane to give the title compound.